From a dataset of the Open Reaction Database (ORD), a public repository of structured organic reaction records. describe an organic reaction: reactants, conditions, products, and yield Reactants: FC=1C(=NC(=NC1)SC)N (5-fluoro-2-methylsulfanylpyrimidin-4-ylamine), DMF-dimethylacetal, CN(C=O)C (N,N-dimethylformamide). Run in C(C)OCC (diethyl ether). Reaction conditions: time 4 hour. Product: FC=1C(=NC(=NC1)SC)N=CN(C)C (N′-(5-fluoro-2-methylsulfanylpyrimidin-4-yl)-N,N-dimethylformamidine). The yield is 84.0%. As a reaction SMILES: [F:1][C:2]1[C:3]([NH2:10])=[N:4][C:5]([S:8][CH3:9])=[N:6][CH:7]=1.[CH3:11][N:12]([CH3:15])[CH:13]=O>C(OCC)C>[F:1][C:2]1[C:3]([N:10]=[CH:11][N:12]([CH3:15])[CH3:13])=[N:4][C:5]([S:8][CH3:9])=[N:6][CH:7]=1. Reported procedure: To a solution of 5-fluoro-2-methylsulfanylpyrimidin-4-ylamine (7.5 g, 47.1 mmol) in N,N-dimethylformamide (DMF; 18 mL) was added DMF-dimethylacetal (DMF-DMA; 8.42 g, 70.7 mmol), and the resulting solution was stirred under nitrogen (N2) for 4 h. The homogeneous solution was diluted with diethyl ether (Et2O; 500 mL), washed with H2O (5×100 mL), and the organic phase was dried over Na2SO4, filtered, and concentrated to a white solid. Recrystallization from hexane afforded N′-(5-fluoro-2-methylsulf... Starting materials: COCCO, Cc1cccc(C)c1NC(C)C(=O)O, [Na+], [Na+], O=C([O-])[O-]. Product: COCCOC(=O)C(C)Nc1c(C)cccc1C. Reaction SMILES: [CH3:15][O:16][CH2:17][CH2:18][OH:19].[CH3:1][c:2]1[c:3]([NH:9][CH:10]([CH3:11])[C:12](=[O:13])[OH:14])[c:4]([CH3:8])[cH:5][cH:6][cH:7]1.[Na+:20].[Na+:21].[O-:22][C:23](=[O:24])[O-:25]>>[CH3:1][c:2]1[c:3]([NH:9][CH:10]([CH3:11])[C:12]([O:13][CH2:18][CH2:17][O:16][CH3:15])=[O:14])[c:4]([CH3:8])[cH:5][cH:6][cH:7]1. Starting materials: O[C@@H]1[C@](CC2=CC=CC=C12)(C=1CC2=CC=CC=C2C1)CC1=CC=C(C(=O)O)C=C1 (4-(((1R,2R)-1-hydroxy-2,3-dihydro-1H,1′H-[2,2′-biinden]-2-yl)methyl)benzoic acid), C(=O)([O-])[O-].[K+].[K+] (K2CO3), C(CC)I (n-PrI). Solvent: Cl (HCl), CN(C)C=O (DMF). Conditions: time 4 hour. The product is O[C@@H]1[C@](CC2=CC=CC=C12)(C=1CC2=CC=CC=C2C1)CC1=CC=C(C(=O)OCCC)C=C1 (propyl 4-(((1R,2R)-1-hydroxy-2,3-dihydro-1H,1′H-[2,2′-biinden]-2-yl)methyl)benzoate). Isolated yield 74.3%. As a reaction SMILES: [OH:1][C@H:2]1[C:10]2[C:5](=[CH:6][CH:7]=[CH:8][CH:9]=2)[CH2:4][C@:3]1([CH2:20][C:21]1[CH:29]=[CH:28][C:24]([C:25]([OH:27])=[O:26])=[CH:23][CH:22]=1)[C:11]1[CH2:12][C:13]2[C:18]([CH:19]=1)=[CH:17][CH:16]=[CH:15][CH:14]=2.C([O-])([O-])=O.[K+].[K+].[CH2:36](I)[CH2:37][CH3:38]>CN(C=O)C.Cl>[OH:1][C@H:2]1[C:10]2[C:5](=[CH:6][CH:7]=[CH:8][CH:9]=2)[CH2:4][C@:3]1([CH2:20][C:21]1[CH:29]=[CH:28][C:24]([C:25]([O:27][CH2:36][CH2:37][CH3:38])=[O:26])=[CH:23][CH:22]=1)[C:11]1[CH2:12][C:13]2[C:18]([CH:19]=1)=[CH:17][CH:16]=[CH:15][CH:14]=2 |f:1.2.3|. Reported procedure: To a solution of 4-(((1R,2R)-1-hydroxy-2,3-dihydro-1H,1′H-[2,2′-biinden]-2-yl)methyl)benzoic acid (100 mg, 0.26 mmol) and K2CO3 (72 mg, 0.52 mmol) in DMF (2.5 mL), was added n-PrI (90 mg, 0.52 mmol) and then stirred at room temperature for 4 h. The reaction mixture was diluted with 1.5 N HCl (50 mL) and extracted with ethyl acetate (3×25 mL). The organic layer was washed with 10% aq. NaHCO3 (25 mL), brine (25 mL), dried over anhydrous Na2SO4 and evaporated under reduced pressure. The residue was... The reactants are CC1=CC=C(CN)C=C1 (4-Methylbenzylamine). The reagents and catalysts are [Pd] (Pd). The solvent is CC#N (CH3CN). Run at temperature 90 celsius, time 8 hour. Yields the product CC1=CC=C(CNCC2=CC=C(C=C2)C)C=C1 (di-(4-methylbenzyl)amine). Isolated yield 82.0%. RXN SMILES: [CH3:1][C:2]1[CH:9]=[CH:8][C:5]([CH2:6][NH2:7])=[CH:4][CH:3]=1>[Pd].CC#N>[CH3:1][C:2]1[CH:9]=[CH:8][C:5]([CH2:6][NH:7][CH2:1][C:2]2[CH:9]=[CH:8][C:5]([CH3:6])=[CH:4][CH:3]=2)=[CH:4][CH:3]=1. Procedure details: 4-Methylbenzylamine (0.5 mmol) was also heated with catalyst Pd@ba-GO (10 mg) and solvent CH3CN (0.2 mL) at 90° C. in a flask open to air for 6 hours, and then stirred also at 90° C. under H2 gas (1 atm) for 8 hours to obtain di-(4-methylbenzyl)amine. Again, an unexpectedly high yield of 82% was achieved.